Dataset: the Open Reaction Database (ORD), a public repository of structured organic reaction records. Task: describe an organic reaction: reactants, conditions, products, and yield The reactants are 3,5-6-methylquinolin-5-ylboronic acid, C1(CC1)N1C(NC2=C1C(=CC(=C2)C=2C(=NOC2C)C)I)=O (1-cyclopropyl-5-(3,5-dimethylisoxazol-4-yl)-7-iodo-1H-benzo[d]imidazol-2(3H)-one), C(Cl)Cl (CH2Cl2), C1CCC2=NCCCN2CC1 (DBU). Reagents/catalysts: C1=CC=C(C=C1)P([C-]2C=CC=C2)C3=CC=CC=C3.C1=CC=C(C=C1)P([C-]2C=CC=C2)C3=CC=CC=C3.Cl[Pd]Cl.[Fe+2] (Pd(dppf)Cl2). Solvent: CS(=O)C.O (DMSO H2O). Run at temperature 140 celsius. Yields the product C1(CC1)N1C(NC2=C1C(=CC(=C2)C=2C(=NOC2C)C)C2=C1C=CC=NC1=CC=C2C)=O (1-cyclopropyl-5-(3,5-dimethylisoxazol-4-yl)-7-(6-methylquinolin-5-yl)-1H-benzo[d]imidazol-2(3H)-one). RXN SMILES: [CH:1]1([N:4]2[C:8]3[C:9](I)=[CH:10][C:11]([C:13]4[C:14]([CH3:19])=[N:15][O:16][C:17]=4[CH3:18])=[CH:12][C:7]=3[NH:6][C:5]2=[O:21])[CH2:3][CH2:2]1.[CH2:22](Cl)Cl.[CH2:25]1[CH2:35][CH2:34][N:33]2[C:28](=N[CH2:30][CH2:31][CH2:32]2)[CH2:27][CH2:26]1>CS(C)=O.O.C1C=CC(P(C2C=CC=CC=2)[C-]2C=CC=C2)=CC=1.C1C=CC(P(C2C=CC=CC=2)[C-]2C=CC=C2)=CC=1.Cl[Pd]Cl.[Fe+2]>[CH:1]1([N:4]2[C:8]3[C:9]([C:26]4[C:25]([CH3:22])=[CH:35][CH:34]=[C:28]5[C:27]=4[CH:30]=[CH:31][CH:32]=[N:33]5)=[CH:10][C:11]([C:13]4[C:14]([CH3:19])=[N:15][O:16][C:17]=4[CH3:18])=[CH:12][C:7]=3[NH:6][C:5]2=[O:21])[CH2:3][CH2:2]1 |f:3.4,5.6.7.8|. Procedure: To a microwave vial containing 1-cyclopropyl-5-(3,5-dimethylisoxazol-4-yl)-7-iodo-1H-benzo[d]imidazol-2(3H)-one (25 mg, 0.063 mmol, 1 equiv.) was added 3,5-6-methylquinolin-5-ylboronic acid (71 mg, 0.38 mmol, 6 equiv.), Pd(dppf)Cl2.CH2Cl2 (11 mg, 0.013 mmol, 0.1 equiv.) and DBU (76 mL, 0.51 mmol, 8 equiv.) and dissolved in DMSO-H2O (4 mL, 0.2 M, 2/1, v/v). The mixture was heated to 140° C. for 30 minutes in the microwave reactor. Purification was carried out by reverse phase HPLC. The reactants are C(=O)(OC(C)(C)C)N[C@@H](CC1=CC=CC=C1)C(=O)O (BOC-L-Phenylalanine), N1C(CNCC1)=O (piperazin-2-one), [OH-].[Na+] (NaOH). Solvent: ClCCl.CN(C=O)C (dichloromethane dimethylformamide). Product: C(C)(C)(C)OC(N[C@H](C(N1CC(NCC1)=O)=O)CC1=CC=CC=C1)=O ([(1S)-Benzyl-2-oxo-2-(3-oxo-piperazin-1-yl)-ethyl]-carbamic acid tert-butyl ester). Reaction SMILES: [C:1]([NH:8][C@H:9]([C:17]([OH:19])=O)[CH2:10][C:11]1[CH:16]=[CH:15][CH:14]=[CH:13][CH:12]=1)([O:3][C:4]([CH3:7])([CH3:6])[CH3:5])=[O:2].[NH:20]1[CH2:25][CH2:24][NH:23][CH2:22][C:21]1=[O:26].[OH-].[Na+]>ClCCl.CN(C)C=O>[C:4]([O:3][C:1](=[O:2])[NH:8][C@@H:9]([CH2:10][C:11]1[CH:12]=[CH:13][CH:14]=[CH:15][CH:16]=1)[C:17](=[O:19])[N:23]1[CH2:24][CH2:25][NH:20][C:21](=[O:26])[CH2:22]1)([CH3:5])([CH3:6])[CH3:7] |f:2.3,4.5|. Procedure details: BOC-L-Phenylalanine (530 mg, 2 mmol) and piperazin-2-one (J. Am. Chem. Soc. 62 1202 (1940), 200 mg, 2 mmol) were coupled according to procedure A (2:1 dichloromethane/dimethylformamide reaction solvent, washed with 1 N NaOH after acid washes) and the product used without further purification. Yield 404 mg, 58%. Yields the product Cl.C(C=C)NC(=O)C=1C=NC2=C(C=CC=C2C1NC1=C(C=CC=C1)CC)OC (N-(2-propenyl)-4-[(2-ethylphenyl)amino]-8-methoxyquinoline-3-carboxamide hydrochloride). As a reaction SMILES: [CH2:1]([NH:4][C:5]([C:7]1[CH:8]=[N:9][C:10]2[C:15]([C:16]=1[Cl:17])=[CH:14][CH:13]=[CH:12][C:11]=2[O:18][CH3:19])=[O:6])[CH:2]=[CH2:3].[CH2:20]([C:22]1[CH:28]=[CH:27][CH:26]=[CH:25][C:23]=1[NH2:24])[CH3:21]>O1CCOCC1>[ClH:17].[CH2:1]([NH:4][C:5]([C:7]1[CH:8]=[N:9][C:10]2[C:15]([C:16]=1[NH:24][C:23]1[CH:25]=[CH:26][CH:27]=[CH:28][C:22]=1[CH2:20][CH3:21])=[CH:14][CH:13]=[CH:12][C:11]=2[O:18][CH3:19])=[O:6])[CH:2]=[CH2:3] |f:3.4|. Starting materials: C(C=C)NC(=O)C=1C=NC2=C(C=CC=C2C1Cl)OC (N-(2-propenyl)-4-chloro-8-methoxyquinoline-3-carboxamide), C(C)C1=C(N)C=CC=C1 (o-ethylaniline). Solvent: O1CCOCC1 (dioxane). Procedure details: 0.3 G of N-(2-propenyl)-4-chloro-8-methoxyquinoline-3-carboxamide and 0.26 g of o-ethylaniline were dissolved in 20 ml of dioxane, and the reaction mixture was refluxed for five hours. After dioxane was distilled off, the residue was recrystallized from ethanol and n-hexane to give 0.2 g of N-(2-propenyl)-4-[(2-ethylphenyl)amino]-8-methoxyquinoline-3-carboxamide hydrochloride in the form of yellow powder. mp. 222° to 223° C. (decomposed) Starting materials: C1CCOC1, CNC, COCCOC, O=Cc1ccc(B(O)O)o1. The product is CN(C)Cc1ccc(B(O)O)o1. RXN SMILES: [CH2:20]1[O:21][CH2:22][CH2:23][CH2:24]1.[CH3:11][NH:12][CH3:13].[CH3:14][O:15][CH2:16][CH2:17][O:18][CH3:19].[CH:1](=[O:2])[c:3]1[cH:4][cH:5][c:6]([B:8]([OH:9])[OH:10])[o:7]1>>[CH2:1]([c:3]1[cH:4][cH:5][c:6]([B:8]([OH:9])[OH:10])[o:7]1)[N:12]([CH3:11])[CH3:13]. Starting materials: [N+](=O)([O-])C1=CC=C(C(=O)N2CCN(CC2)NC(C2=CC=C(C=C2)F)=O)C=C1 (N-[4-(4-Nitrobenzoyl)-1-piperazinyl]-4-fluorobenzamide). Reagents/catalysts: [Pd] (palladium on carbon). Solvent: CO (methanol). Yields the product NC1=CC=C(C(=O)N2CCN(CC2)NC(C2=CC=C(C=C2)F)=O)C=C1 (N-[4-(4-aminobenzoyl)-1-piperazinyl]-4-fluorobenzamide). Isolated yield 80.5%. RXN SMILES: [N+:1]([C:4]1[CH:27]=[CH:26][C:7]([C:8]([N:10]2[CH2:15][CH2:14][N:13]([NH:16][C:17](=[O:25])[C:18]3[CH:23]=[CH:22][C:21]([F:24])=[CH:20][CH:19]=3)[CH2:12][CH2:11]2)=[O:9])=[CH:6][CH:5]=1)([O-])=O>[Pd].CO>[NH2:1][C:4]1[CH:27]=[CH:26][C:7]([C:8]([N:10]2[CH2:15][CH2:14][N:13]([NH:16][C:17](=[O:25])[C:18]3[CH:23]=[CH:22][C:21]([F:24])=[CH:20][CH:19]=3)[CH2:12][CH2:11]2)=[O:9])=[CH:6][CH:5]=1. Procedure: N-[4-(4-Nitrobenzoyl)-1-piperazinyl]-4-fluorobenzamide (254 mg) was hydrogenated over 10% palladium on carbon (73 mg) in methanol (10 ml) at ambient temperature for 4 hours. The catalyst was filtered off over Celite pad and the filtrate was concentrated in vacuo to give crystals. The crystals were recrystallized from methanol, ethyl acetate and n-hexane to give N-[4-(4-aminobenzoyl)-1-piperazinyl]-4-fluorobenzamide (188 mg). RXN SMILES: [Br:1][c:2]1[cH:3][c:4]([O:8][CH2:9][c:10]2[cH:11][cH:12][cH:13][cH:14][cH:15]2)[cH:5][cH:6][cH:7]1.[CH3:17][N:18]([CH3:19])[CH2:20][CH:21]1[C:22](=[O:35])[CH2:23][CH2:24][CH:25]([CH2:27][c:28]2[cH:29][cH:30][c:31]([CH3:34])[cH:32][cH:33]2)[CH2:26]1.[ClH:16]>>[c:2]1([C:22]2([OH:35])[CH:21]([CH2:20][N:18]([CH3:17])[CH3:19])[CH2:26][CH:25]([CH2:27][c:28]3[cH:29][cH:30][c:31]([CH3:34])[cH:32][cH:33]3)[CH2:24][CH2:23]2)[cH:3][c:4]([O:8][CH2:9][c:10]2[cH:11][cH:12][cH:13][cH:14][cH:15]2)[cH:5][cH:6][cH:7]1. Yields the product Cc1ccc(CC2CCC(O)(c3cccc(OCc4ccccc4)c3)C(CN(C)C)C2)cc1. The reactants are Brc1cccc(OCc2ccccc2)c1, Cc1ccc(CC2CCC(=O)C(CN(C)C)C2)cc1, Cl.